From a dataset of the Open Reaction Database (ORD), a public repository of structured organic reaction records. describe an organic reaction: reactants, conditions, products, and yield The reactants are 9A, CC1CCC(C(N1)C1=CC=CC=C1)N (6-Methyl-2-phenyl-piperidin-3-ylamine), (2S,3S,6S,)-6-methyl-2-phenyl-piperidin-3-ylamine, C[C@@H]1CC[C@H]([C@H](N1)C1=CC=CC=C1)N ((2R,3R,6R)-6-methyl-2-phenyl-piperidin-3-ylamine), COC1=C(C=C2N(C(C3C(C2=C1)C3)=O)C)C=O (6-Methoxy-3-methyl-2-oxo-1a,2,3,7b-tetrahydro-1H-3-aza-cyclopropa[a]naphthalene-5-carbaldehyde), (1S,1aR)-6-Methoxy-3-methyl-2-oxo-1a,2,3,7b-tetrahydro-1H-3-aza-cyclopropa[a]naphthalene-5-carbaldehyde, (1R, 1aS)-6-Methoxy-3-methyl-2-oxo-1a,2,3,7b-tetrahydro-1H-3-aza-cyclopropa[a]naphthalene-5-carbaldehyde. The product is COC1=C(C=C2N(C(C3C(C2=C1)C3)=O)C)CNC3C(NC(CC3)C)C3=CC=CC=C3 (6-Methoxy-3-methyl-5-[(6-methyl-2-phenyl-piperidin-3-ylamino)-methyl]-1,1a,3,7b-tetrahydro-3-aza-cyclopropa[a]naphthalen-2-one). As a reaction SMILES: [CH3:1][CH:2]1[NH:7][CH:6]([C:8]2[CH:13]=[CH:12][CH:11]=[CH:10][CH:9]=2)[CH:5]([NH2:14])[CH2:4][CH2:3]1.C[C@H]1N[C@H](C2C=CC=CC=2)[C@H](N)CC1.[CH3:29][O:30][C:31]1[CH:40]=[C:39]2[C:34]([N:35]([CH3:43])[C:36](=[O:42])[CH:37]3[CH2:41][CH:38]32)=[CH:33][C:32]=1[CH:44]=O>>[CH3:29][O:30][C:31]1[CH:40]=[C:39]2[C:34]([N:35]([CH3:43])[C:36](=[O:42])[CH:37]3[CH2:41][CH:38]32)=[CH:33][C:32]=1[CH2:44][NH:14][CH:5]1[CH2:4][CH2:3][CH:2]([CH3:1])[NH:7][CH:6]1[C:8]1[CH:13]=[CH:12][CH:11]=[CH:10][CH:9]=1. Procedure: By a procedure similar to the previous examples 9 and 9A: prepared through the reaction of 6-Methyl-2-phenyl-piperidin-3-ylamine [or (2S,3S,6S,)-6-methyl-2-phenyl-piperidin-3-ylamine or (2R,3R,6R)-6-methyl-2-phenyl-piperidin-3-ylamine] with 6-Methoxy-3-methyl-2-oxo-1a,2,3,7b-tetrahydro-1H-3-aza-cyclopropa[a]naphthalene-5-carbaldehyde [or (1S,1aR)-6-Methoxy-3-methyl-2-oxo-1a,2,3,7b-tetrahydro-1H-3-aza-cyclopropa[a]naphthalene-5-carbaldehyde or (1R, 1aS)-6-Methoxy-3-methyl-2-oxo-1a,2,3,7b-tetrahyd... The reactants are C(N)([O-])=S.[NH4+] (ammonium thiocarbamate), ice water, BrC(C(=O)C1=CC=C(C=C1)OC)C1=CC=C(C=C1)OC (2-bromo-1,2-bis-(p-methoxyphenyl)-ethanone), C(N)([S-])=S.[NH4+] (ammonium dithiocarbamate). Solvent: C(C)O (ethanol). Reaction conditions: time 3 hour. Product: COC1=CC=C(C=C1)C1=NC(SC1C1=CC=C(C=C1)OC)=S (4,5-bis-(p-methoxyphenyl)-thiazoline-2-thione). Reaction SMILES: C(=S)([O-])N.[NH4+].Br[CH:7]([C:18]1[CH:23]=[CH:22][C:21]([O:24][CH3:25])=[CH:20][CH:19]=1)[C:8]([C:10]1[CH:15]=[CH:14][C:13]([O:16][CH3:17])=[CH:12][CH:11]=1)=O.[C:26](=[S:29])([S-:28])[NH2:27].[NH4+]>C(O)C>[CH3:17][O:16][C:13]1[CH:14]=[CH:15][C:10]([C:8]2[CH:7]([C:18]3[CH:23]=[CH:22][C:21]([O:24][CH3:25])=[CH:20][CH:19]=3)[S:29][C:26](=[S:28])[N:27]=2)=[CH:11][CH:12]=1 |f:0.1,3.4|. Procedure: 4.92 g of ammonium thiocarbamate are suspended in 70 ml of 96% strength ethanol. The suspension is cooled to 5° and, while stirring, 15 g of 2-bromo-1,2-bis-(p-methoxyphenyl)-ethanone are added thereto in portions in the course of 10 minutes, the internal temperature being maintained at approximately 10° by cooling. The mixture is then stirred for 1 hour at 10°, a further 2.4 g of ammonium dithiocarbamate are added and stirring is carried out again for 3 hours at room temperature. The mixture is...